From a dataset of the Open Reaction Database (ORD), a public repository of structured organic reaction records. describe an organic reaction: reactants, conditions, products, and yield Starting materials: CCN(C(C)C)C(C)C (Hunig base), O=C1OCCN1P(=O)(N1C(OCC1)=O)Cl (bis-(2-oxo-3-oxazolidinyl)-phosphinic acid chloride), NC1=CC=CC=C1 (aniline), C(C)(C)(C)C1=CC=C(C=C1)S(=O)(=O)NC1=C(C(=NC(=N1)C(=O)O)OCCO)OC1=CC(=CC=C1)OC (6-(4-tert.butyl-phenylsulphonylamino)-4-(2-hydroxy-ethoxy)-5-(3-methoxy-phenoxy)-pyrimidine-2-carboxylic acid). The solvent is C(C)#N (acetonitrile). The product is C1(=CC=CC=C1)NC(=O)C1=NC(=C(C(=N1)OCCO)OC1=CC(=CC=C1)OC)NS(=O)(=O)C1=CC=C(C=C1)C(C)(C)C (6-(4-tert.butyl-phenylsulphonylamino)-4-(2-hydroxy-ethoxy)-5-(3-methoxy-phenoxy)-pyrimidine-2-carboxylic acid phenylamide). RXN SMILES: CCN(C(C)C)C(C)C.O=C1N(P(Cl)(N2CCOC2=O)=O)CCO1.[NH2:25][C:26]1[CH:31]=[CH:30][CH:29]=[CH:28][CH:27]=1.[C:32]([C:36]1[CH:41]=[CH:40][C:39]([S:42]([NH:45][C:46]2[N:51]=[C:50]([C:52](O)=[O:53])[N:49]=[C:48]([O:55][CH2:56][CH2:57][OH:58])[C:47]=2[O:59][C:60]2[CH:65]=[CH:64][CH:63]=[C:62]([O:66][CH3:67])[CH:61]=2)(=[O:44])=[O:43])=[CH:38][CH:37]=1)([CH3:35])([CH3:34])[CH3:33]>C(#N)C>[C:26]1([NH:25][C:52]([C:50]2[N:49]=[C:48]([O:55][CH2:56][CH2:57][OH:58])[C:47]([O:59][C:60]3[CH:65]=[CH:64][CH:63]=[C:62]([O:66][CH3:67])[CH:61]=3)=[C:46]([NH:45][S:42]([C:39]3[CH:40]=[CH:41][C:36]([C:32]([CH3:35])([CH3:34])[CH3:33])=[CH:37][CH:38]=3)(=[O:43])=[O:44])[N:51]=2)=[O:53])[CH:31]=[CH:30][CH:29]=[CH:28][CH:27]=1. Procedure: 0.2 ml of Hunig base, 0.052 g of bis-(2-oxo-3-oxazolidinyl)-phosphinic acid chloride and 0.01 ml of aniline were added to a solution of 0.053 g of 6-(4-tert.butyl-phenylsulphonylamino)-4-(2-hydroxy-ethoxy)-5-(3-methoxy-phenoxy)-pyrimidine-2-carboxylic acid in 5 ml of acetonitrile. After 3 hours the reaction mixture was evaporated and partitioned between ethyl acetate and water. The organic phase was dried and evaporated, and the residue purified over silica gel with chloroform. There was obtaine... Reactants: N#CCCOc1cccc(OCc2ccccc2)c1, CC(C)O. The product is NCCCOc1cccc(OCc2ccccc2)c1. Reaction SMILES: [CH2:1]([c:2]1[cH:3][cH:4][cH:5][cH:6][cH:7]1)[O:8][c:9]1[cH:10][c:11]([O:12][CH2:13][CH2:14][C:15]#[N:16])[cH:17][cH:18][cH:19]1.[CH3:20][CH:21]([OH:22])[CH3:23]>>[CH2:1]([c:2]1[cH:3][cH:4][cH:5][cH:6][cH:7]1)[O:8][c:9]1[cH:10][c:11]([O:12][CH2:13][CH2:14][CH2:15][NH2:16])[cH:17][cH:18][cH:19]1. Reactants: [N+](=O)([O-])C1=NC=C(C=C1)N1CCCC1 (2-nitro-5-pyrrolidin-1-ylpyridine). The reagents and catalysts are [Pd] (Pd/C). Yields the product N1(CCCC1)C=1C=CC(=NC1)N (5-pyrrolidin-1-ylpyridin-2-ylamine). Yield: 92.8%. Reaction SMILES: [N+:1]([C:4]1[CH:9]=[CH:8][C:7]([N:10]2[CH2:14][CH2:13][CH2:12][CH2:11]2)=[CH:6][N:5]=1)([O-])=O>[Pd]>[N:10]1([C:7]2[CH:8]=[CH:9][C:4]([NH2:1])=[N:5][CH:6]=2)[CH2:14][CH2:13][CH2:12][CH2:11]1. Reported procedure: 410 mg (2.12 mmol) of the product obtained in step 25.1 are hydrogenated in the presence of 10% Pd/C at atmospheric pressure at 35° C. The solution obtained is evaporated under reduced pressure to give 321 mg of 5-pyrrolidin-1-ylpyridin-2-ylamine. Starting materials: CC(C(=O)O)N1C(=O)c2ccccc2C1=O, Clc1ccccc1, O=S(Cl)Cl. The product is CC(C(=O)Cl)N1C(=O)c2ccccc2C1=O. Reaction SMILES: [C:1]1(=[O:16])[c:2]2[c:3]([cH:12][cH:13][cH:14][cH:15]2)[C:4](=[O:11])[N:5]1[CH:6]([C:7](=[O:8])[OH:9])[CH3:10].[Cl:21][c:22]1[cH:23][cH:24][cH:25][cH:26][cH:27]1.[S:17]([Cl:18])([Cl:19])=[O:20]>>[C:1]1(=[O:16])[c:2]2[c:3]([cH:12][cH:13][cH:14][cH:15]2)[C:4](=[O:11])[N:5]1[CH:6]([C:7](=[O:8])[Cl:19])[CH3:10]. Starting materials: C[C@H](CCC=C(C)C)[C@H]1CC[C@@]2([C@@]1(CCC3=C2CCC4[C@@]3(CCC(=O)C4(C)C)C)C)C (lanosterone), O=[O+][O-] (ozone). Run in C(Cl)Cl (CH2Cl2). Conditions: time 17 minute. Yields the product CC1(C(CC[C@@]2(C=3CC[C@@]4([C@H](CC[C@]4(C3CCC12)C)[C@@H](CCC=O)C)C)C)=O)C ((4R)-4-((10S,13R,14R,17R)-4,4,10,13,14-Pentamethyl-3-oxo-2,3,4,5,6,7,10,11,12,13,14,15,16,17-tetradecahydro-1H-cyclopenta[a]phenanthren-17-yl)pentanal). RXN SMILES: C[C@@H]([C@@H:9]1[C@@:13]2([CH3:30])[CH2:14][CH2:15][C:16]3[C@@:21]4([CH3:29])[CH2:22][CH2:23][C:24]([C:26]([CH3:28])([CH3:27])[CH:20]4[CH2:19][CH2:18][C:17]=3[C@:12]2([CH3:31])[CH2:11][CH2:10]1)=[O:25])CCC=C(C)C.O=[O+][O-]>C(Cl)Cl>[CH3:28][C:26]1([CH3:27])[CH:20]2[C@@:21]([CH3:29])([C:16]3[CH2:15][CH2:14][C@@:13]4([CH3:30])[C@:12]([CH3:31])([C:17]=3[CH2:18][CH2:19]2)[CH2:11][CH2:10][C@@H:9]4[C@H:21]([CH3:20])[CH2:22][CH2:23][CH:24]=[O:25])[CH2:22][CH2:23][C:24]1=[O:25]. Procedure: A solution of lanosterone (4.27 g, 9.11 mmol) in CH2Cl2 (128 mL) was placed in a three-neck round bottom flask equipped with a magnetic stir bar, thermometer, a CaCl2 drying tube and a gas inlet tube. The mixture was stirred and cooled to −50° C., at which point ozone was passed through the mixture for 17 min. The reaction mixture was then purged with argon for 20 min and then concentrated in vacuo to ca. 5 mL. After diluting the crude material with CH2Cl2 (50 mL), the organic phase was then was...